From a dataset of the Open Reaction Database (ORD), a public repository of structured organic reaction records. describe an organic reaction: reactants, conditions, products, and yield Reactants: N(=NC(=O)OC(C)C)C(=O)OC(C)C (Diisopropyl azodicarboxylate), N1(C=NC=2C=NC=3C=CC=NC3C21)CCCO (3-(1H-imidazo[4,5-c][1,5]naphthyridin-1-yl)propan-1-ol), C1(=CC=CC=C1)P(C1=CC=CC=C1)C1=CC=CC=C1 (triphenylphosphine), ON1C(C=2C(C1=O)=CC=CC2)=O (N-hydroxyphthalimide). Run in O1CCCC1 (tetrahydrofuran). Conditions: time 8 hour. Product: N1(C=NC=2C=NC=3C=CC=NC3C21)CCCON2C(C1=CC=CC=C1C2=O)=O (2-[3-(1H-imidazo[4,5-c][1,5]naphthyridin-1-yl)propoxy]-1H-isoindole-1,3(2H)-dione). Yield: 78.1%. RXN SMILES: N(C(OC(C)C)=O)=NC(OC(C)C)=O.[N:15]1([CH2:28][CH2:29][CH2:30][OH:31])[C:27]2[C:26]3[N:25]=[CH:24][CH:23]=[CH:22][C:21]=3[N:20]=[CH:19][C:18]=2[N:17]=[CH:16]1.C1(P(C2C=CC=CC=2)C2C=CC=CC=2)C=CC=CC=1.O[N:52]1[C:56](=[O:57])[C:55]2=[CH:58][CH:59]=[CH:60][CH:61]=[C:54]2[C:53]1=[O:62]>O1CCCC1>[N:15]1([CH2:28][CH2:29][CH2:30][O:31][N:52]2[C:56](=[O:57])[C:55]3[C:54](=[CH:61][CH:60]=[CH:59][CH:58]=3)[C:53]2=[O:62])[C:27]2[C:26]3[N:25]=[CH:24][CH:23]=[CH:22][C:21]=3[N:20]=[CH:19][C:18]=2[N:17]=[CH:16]1. Reported procedure: Diisopropyl azodicarboxylate (1.01 mL, 6.05 mmol) was added dropwise to a stirred solution of 3-(1H-imidazo[4,5-c][1,5]naphthyridin-1-yl)propan-1-ol (1.15 g, 5.04 mmol), triphenylphosphine (1.59 g, 6.05 mmol), and N-hydroxyphthalimide (0.986 g, 6.05 mmol) in tetrahydrofuran (25 mL) at 0° C. The reaction was allowed to warrn to room temperature and was stirred overnight. The product was isolated by filtration and washed with a minimal amount of tetrahydrofuran to afford 1.47 g of 2-[3-(1H-imidazo... Reactants: C1CCOC1, CC1(C(=O)O)CCCN1, CCN(C(C)C)C(C)C, O=S(=O)(Cl)c1cc(Cl)cc(Cl)c1, ClCCl. The product is CC1(C(=O)O)CCCN1S(=O)(=O)c1cc(Cl)cc(Cl)c1. Reaction SMILES: [CH2:31]1[O:32][CH2:33][CH2:34][CH2:35]1.[CH3:1][C:2]1([C:7](=[O:8])[OH:9])[NH:3][CH2:4][CH2:5][CH2:6]1.[CH:22]([N:23]([CH:24]([CH3:25])[CH3:26])[CH2:27][CH3:28])([CH3:29])[CH3:30].[Cl:10][c:11]1[cH:12][c:13]([S:18](=[O:19])(=[O:20])[Cl:21])[cH:14][c:15]([Cl:17])[cH:16]1.[Cl:36][CH2:37][Cl:38]>>[CH3:1][C:2]1([C:7](=[O:8])[OH:9])[N:3]([S:18]([c:13]2[cH:12][c:11]([Cl:10])[cH:16][c:15]([Cl:17])[cH:14]2)(=[O:19])=[O:20])[CH2:4][CH2:5][CH2:6]1. The reactants are IC1=C(C=C(C=C1)S(=O)(=O)C)C(=O)N1CCN(CC1)C1=CC=C(C=C1)C(F)(F)F ((2-Iodo-5-methanesulfonyl-phenyl)-[4-(4-trifluoromethyl-phenyl)-piperazin-1-yl]-methanone), Example 9, C(#C)[Si](C)(C)C (Ethynyltrimethylsilane). The reagents and catalysts are [Cu]I (CuI), C=1C=CC(=CC1)[P](C=2C=CC=CC2)(C=3C=CC=CC3)[Pd]([P](C=4C=CC=CC4)(C=5C=CC=CC5)C=6C=CC=CC6)([P](C=7C=CC=CC7)(C=8C=CC=CC8)C=9C=CC=CC9)[P](C=1C=CC=CC1)(C=1C=CC=CC1)C=1C=CC=CC1 (Pd(PPh3)4). Run in C(C)OC(C)=O (ethylacetate), C(C)N(CC)CC (triethylamine). Reaction conditions: temperature 80 celsius. Product: CS(=O)(=O)C=1C=CC(=C(C1)C(=O)N1CCN(CC1)C1=CC=C(C=C1)C(F)(F)F)C#C[Si](C)(C)C ((5-Methanesulfonyl-2-trimethylsilanylethynyl-phenyl)-[4-(4-trifluoromethyl-phenyl)-piperazin-1-yl]-methanone). Yield: 53.0%. As a reaction SMILES: I[C:2]1[CH:7]=[CH:6][C:5]([S:8]([CH3:11])(=[O:10])=[O:9])=[CH:4][C:3]=1[C:12]([N:14]1[CH2:19][CH2:18][N:17]([C:20]2[CH:25]=[CH:24][C:23]([C:26]([F:29])([F:28])[F:27])=[CH:22][CH:21]=2)[CH2:16][CH2:15]1)=[O:13].[C:30]([Si:32]([CH3:35])([CH3:34])[CH3:33])#[CH:31]>C(N(CC)CC)C.C(OC(=O)C)C.C1C=CC([P]([Pd]([P](C2C=CC=CC=2)(C2C=CC=CC=2)C2C=CC=CC=2)([P](C2C=CC=CC=2)(C2C=CC=CC=2)C2C=CC=CC=2)[P](C2C=CC=CC=2)(C2C=CC=CC=2)C2C=CC=CC=2)(C2C=CC=CC=2)C2C=CC=CC=2)=CC=1.[Cu]I>[CH3:11][S:8]([C:5]1[CH:6]=[CH:7][C:2]([C:31]#[C:30][Si:32]([CH3:35])([CH3:34])[CH3:33])=[C:3]([C:12]([N:14]2[CH2:19][CH2:18][N:17]([C:20]3[CH:25]=[CH:24][C:23]([C:26]([F:29])([F:28])[F:27])=[CH:22][CH:21]=3)[CH2:16][CH2:15]2)=[O:13])[CH:4]=1)(=[O:10])=[O:9] |^1:52,54,73,92|. Reported procedure: A mixture of (2-Iodo-5-methanesulfonyl-phenyl)-[4-(4-trifluoromethyl-phenyl)-piperazin-1-yl]-methanone, Example 9 (100 mg, 0.186 mmol), Pd(PPh3)4 (10 mg, 0.0093 mmol), CuI (1.8 mg, 0.0093 mmol) and Ethynyltrimethylsilane (32 ul, 0.223 mmol) in triethylamine (0.4 ml) was heated to 80° C. for 4 hours. The mixture was cooled to room temperature, diluted with ethylacetate, filtered and the solvent was removed in vacuo. The crude brown oil was purified on SiO2 (Heptane/AcOEt 0%-40%,15 minutes) to pro... Starting materials: BrC(C(=O)O)C1=C(C=CC=C1)Cl (alpha-bromo(2-chlorophenyl)acetic acid), S(O)(O)(=O)=O (sulphuric acid), CO (methanol), KHCO3, S1C(=CC=C1)CCN (2-(2-thienyl)ethylamine). Conditions: temperature 30 celsius. Yields the product S1C(=CC=C1)CCNC(C(=O)OC)C1=C(C=CC=C1)Cl (Racemic methyl alpha-(2-thienylethylamino)(2-chlorophenyl)acetate). Reaction SMILES: Br[CH:2]([C:6]1[CH:11]=[CH:10][CH:9]=[CH:8][C:7]=1[Cl:12])[C:3]([OH:5])=[O:4].S(=O)(=O)(O)O.[S:18]1[CH:22]=[CH:21][CH:20]=[C:19]1[CH2:23][CH2:24][NH2:25].[CH3:26]O>>[S:18]1[CH:22]=[CH:21][CH:20]=[C:19]1[CH2:23][CH2:24][NH:25][CH:2]([C:6]1[CH:11]=[CH:10][CH:9]=[CH:8][C:7]=1[Cl:12])[C:3]([O:5][CH3:26])=[O:4]. Procedure details: 543 g of alpha-bromo(2-chlorophenyl)acetic acid and 30 g of concentrated sulphuric acid are introduced into 300 ml methanol. The mixture is refluxed for 3 hours and, after it has cooled to about 30° C., 230 g of KHCO3 and 265 g of 2-(2-thienyl)ethylamine are added progressively. The mixture is refluxed for 1 hour 30 min and the solvent is then evaporated off under vacuum. 1 l of water and 1 l of ethyl acetate are poured onto the residue and the organic phase is separated off after stirring and p... Starting materials: [N+](=O)([O-])CCC (nitropropane), C[O-].[Na+] (sodiummethoxide), solution, C(C)(=O)Cl (acetylchloride), C(#C)C1=NC=CC=C1 (2-ethynylpyridine). The solvent is O (Water), CC(=O)N(C)C (dimethylacetamide). Run at time 8 hour. Yields the product C(C)C1=NOC(=C1)C=1C=NC=CC1 (3-(3-ethyl-5-isoxazolyl)pyridine). As a reaction SMILES: [N+:1]([CH2:4][CH2:5][CH3:6])([O-:3])=O.C[O-].[Na+].[C:10](Cl)(=O)[CH3:11].C([C:16]1[CH:21]=[CH:20][CH:19]=[CH:18][N:17]=1)#C>CC(N(C)C)=O.O>[CH2:5]([C:4]1[CH:19]=[C:20]([C:21]2[CH:16]=[N:17][CH:18]=[CH:10][CH:11]=2)[O:3][N:1]=1)[CH3:6] |f:1.2|. Reported procedure: 0.45 g (5 mmole) nitropropane and 5 ml 1N (5 mmole) sodiummethoxide was dissolved in dry dimethylacetamide (25 ml). To this solution 0.39 g (5 mmole) acetylchloride and 0.51 g (5 mmole) 2-ethynylpyridine was added. The reaction mixture was stirred overnight at room temperature. Water (150 ml) was added, and the solution extracted with 3×30 ml ethylacetate. The organic phase was dried over magnesiumsulphate and concentrated in vacuo giving 3-(3-ethyl-5-isoxazolyl)pyridine in a 500 mg yield. This ... Reactants: C(Cl)C1CO1 (epichlorohydrin), C(C)(C)SC=1C=C(C=CC1)O (3-(isopropylthio)phenol), C(CCCCCCC)N (n-octylamine). Product: Cl.CC(C)SC=1C=C(OCC(CNCCCCCCCC)O)C=CC1 (1-[3-[(1-methylethyl)thio]phenoxy]-3-(octylamino)2-propanol hydrochloride). Yield: 13.0%. As a reaction SMILES: [CH2:1]([CH:3]1[O:5][CH2:4]1)[Cl:2].[CH:6]([S:9][C:10]1[CH:11]=[C:12]([OH:16])[CH:13]=[CH:14][CH:15]=1)([CH3:8])[CH3:7].[CH2:17]([NH2:25])[CH2:18][CH2:19][CH2:20][CH2:21][CH2:22][CH2:23][CH3:24]>>[ClH:2].[CH3:7][CH:6]([S:9][C:10]1[CH:11]=[C:12]([CH:13]=[CH:14][CH:15]=1)[O:16][CH2:1][CH:3]([OH:5])[CH2:4][NH:25][CH2:17][CH2:18][CH2:19][CH2:20][CH2:21][CH2:22][CH2:23][CH3:24])[CH3:8] |f:3.4|. Procedure: Reaction of the epichlorohydrin derivative of 3-(isopropylthio)phenol (4.85 g., 0.029 mole) with n-octylamine (4 g., 0.031 mole) according to the procedure of Example 2(b) and crystallization of the crude product from ethanol-ether affords a 13% yield of analytically pure 1-[3-[(1-methylethyl)thio]phenoxy]-3-(octylamino)2-propanol hydrochloride, m.p. 125°-127° (corr.). Starting materials: CCN(C(C)C)C(C)C, ClCCl, Cl, Cc1c(N)cn2ncc(C#N)c(Nc3ccc(Oc4ccccc4)cc3)c12, O=S(=O)(Cl)c1ccccc1. Product: Cc1c(NS(=O)(=O)c2ccccc2)cn2ncc(C#N)c(Nc3ccc(Oc4ccccc4)cc3)c12. As a reaction SMILES: [CH:29]([N:30]([CH2:31][CH3:32])[CH:33]([CH3:34])[CH3:35])([CH3:36])[CH3:37].[Cl:48][CH2:49][Cl:50].[ClH:1].[NH2:2][c:3]1[c:4]([CH3:28])[c:5]2[n:6]([n:7][cH:8][c:9]([C:25]#[N:26])[c:10]2[NH:11][c:12]2[cH:13][cH:14][c:15]([O:18][c:19]3[cH:20][cH:21][cH:22][cH:23][cH:24]3)[cH:16][cH:17]2)[cH:27]1.[c:38]1([S:44](=[O:45])(=[O:46])[Cl:47])[cH:39][cH:40][cH:41][cH:42][cH:43]1>>[NH:2]([c:3]1[c:4]([CH3:28])[c:5]2[n:6]([n:7][cH:8][c:9]([C:25]#[N:26])[c:10]2[NH:11][c:12]2[cH:13][cH:14][c:15]([O:18][c:19]3[cH:20][cH:21][cH:22][cH:23][cH:24]3)[cH:16][cH:17]2)[cH:27]1)[S:44]([c:38]1[cH:39][cH:40][cH:41][cH:42][cH:43]1)(=[O:45])=[O:46].